describe an organic reaction: reactants, conditions, products, and yield From a dataset of the Open Reaction Database (ORD), a public repository of structured organic reaction records. RXN SMILES: [C:21](=[O:22])([O-:23])[OH:24].[CH:1]([CH3:2])([CH3:3])[c:4]1[n:5][c:6](-[c:11]2[cH:12][cH:13][c:14]([C:17]([F:18])([F:19])[F:20])[cH:15][cH:16]2)[o:7][c:8]1[CH2:9][OH:10].[Cl:26][CH2:27][Cl:28].[Na+:25]>>[CH:1]([CH3:2])([CH3:3])[c:4]1[n:5][c:6](-[c:11]2[cH:12][cH:13][c:14]([C:17]([F:18])([F:19])[F:20])[cH:15][cH:16]2)[o:7][c:8]1[CH:9]=[O:10]. The product is CC(C)c1nc(-c2ccc(C(F)(F)F)cc2)oc1C=O. Starting materials: O=C([O-])O, CC(C)c1nc(-c2ccc(C(F)(F)F)cc2)oc1CO, ClCCl, [Na+].